describe an organic reaction: reactants, conditions, products, and yield From a dataset of the Open Reaction Database (ORD), a public repository of structured organic reaction records. Starting materials: N1CCNCC1 (piperazine), Cl.CCO (HCl EtOH), BrCC1=CC=C(C=C1)C#N (α-Bromo-p-tolunitrile). Run in CCO (EtOH). Product: C(#N)C1=CC=C(CN2CCNCC2)C=C1 (1-(4-Cyanobenzyl )piperazine). As a reaction SMILES: [NH:1]1[CH2:6][CH2:5][NH:4][CH2:3][CH2:2]1.Cl.CCO.Br[CH2:12][C:13]1[CH:18]=[CH:17][C:16]([C:19]#[N:20])=[CH:15][CH:14]=1>CCO>[C:19]([C:16]1[CH:17]=[CH:18][C:13]([CH2:12][N:1]2[CH2:6][CH2:5][NH:4][CH2:3][CH2:2]2)=[CH:14][CH:15]=1)#[N:20] |f:1.2|. Reported procedure: To a solution of piperazine (5.17 g, 60 mmol, 2 equiv) in EtOH (40 mL) was added 1 M HCl-EtOH (60 mL) dropwise over 1 h and the suspension was heated to 70° C. for 1 h. α-Bromo-p-tolunitrile (5.88 g, 30 mmol, 1 equiv) was added and the reaction was heated to reflux for 16 h. After cooling the solvent was removed by rotary evaporation and the residue was partitioned between CH2Cl2 (70 mL) and 2N aqueous KOH (70 mL) and the combined organic phase was washed with saturated aqueous NaCl (100 mL) and... The reactants are ClC1=CC(=C(N(S(=O)(=O)C2=CC=C(C=C2)C)C)C=C1)C(=O)OC (4′-chloro-2′-methoxycarbonyl-N-methyl-p-toluenesulfonanilide), Cl (hydrochloric acid). Solvent: CO (methanol), [OH-].[Na+] (sodium hydroxide). The product is ClC1=CC=C(C(C(=O)O)=C1)N(S(=O)(=O)C1=CC=C(C=C1)C)C (5-Chloro-N-methyl-N-(p-toluenesulfonyl) Anthranilic Acid). Isolated yield 81.6%. Reaction SMILES: [Cl:1][C:2]1[CH:19]=[CH:18][C:5]([N:6]([CH3:17])[S:7]([C:10]2[CH:15]=[CH:14][C:13]([CH3:16])=[CH:12][CH:11]=2)(=[O:9])=[O:8])=[C:4]([C:20]([O:22]C)=[O:21])[CH:3]=1.Cl>CO.[OH-].[Na+]>[Cl:1][C:2]1[CH:3]=[C:4]([C:20]([OH:22])=[O:21])[C:5]([N:6]([CH3:17])[S:7]([C:10]2[CH:15]=[CH:14][C:13]([CH3:16])=[CH:12][CH:11]=2)(=[O:9])=[O:8])=[CH:18][CH:19]=1 |f:3.4|. Reported procedure: To a suspension of 4′-chloro-2′-methoxycarbonyl-N-methyl-p-toluenesulfonanilide (13.3 g (37.5 mmol)) in methanol (30.0 ml), 10% aqueous sodium hydroxide solution (30.0 ml) was added dropwise with stirring at room temperature. The mixture was stirred at room temperature for 48 hours, and then concentrated under reduced pressure. Water was added to the residue to get a homogeneous solution, followed by addition of concentrated hydrochloric acid (10.0 ml) to bring about precipitation of crystals. T... Reactants: NC=1SC(=CN1)C (2-amino-5-methylthiazole), BrCCOC (2-bromoethylmethyl ether). Conditions: temperature 85 celsius, time 4.5 hour. The product is [NH4+].[OH-] (NH4OH), COCCN1C(SC(=C1)C)=N (3-(2-methoxyethyl)-5-methylthiazol-2(3H)-imine). RXN SMILES: [NH2:1][C:2]1[S:3][C:4]([CH3:7])=[CH:5][N:6]=1.Br[CH2:9][CH2:10][O:11][CH3:12]>>[NH4+:1].[OH-:11].[CH3:12][O:11][CH2:10][CH2:9][N:6]1[CH:5]=[C:4]([CH3:7])[S:3][C:2]1=[NH:1] |f:2.3|. Reported procedure: A mixture of 2-amino-5-methylthiazole (10 g, 88 mmol) and 2-bromoethylmethyl ether (9.1 mL, 96 mmol) was warmed to 85° C. and stirred for 4.5 hours. The mixture was cooled to ambient temperature and the residue was purified via flash column chromatography (SiO2, 10% methanol in ethyl acetate then 9:1:0.1 CH2Cl2:methanol:NH4OH) to afford the title compound. MS (DCI/NH3) m/z 173 (M+H)+. Reactants: NC1=C(C=CC(=C1)C(C)(C)CC)O (2-Amino-4-tert-pentylphenol), C([O-])([O-])=O.[K+].[K+] (potassium carbonate), CI (Methyl iodide). Run in CCOC(=O)C (EtOAc), CN(C)C=O (DMF). Reaction conditions: time 8 hour. The product is CNC1=C(C=CC(=C1)C(C)(C)CC)O (2-(methylamino)-4-tert-pentylphenol). Reaction SMILES: [NH2:1][C:2]1[CH:7]=[C:6]([C:8]([CH2:11][CH3:12])([CH3:10])[CH3:9])[CH:5]=[CH:4][C:3]=1[OH:13].[C:14](=O)([O-])[O-].[K+].[K+].CI>CN(C=O)C.CCOC(C)=O>[CH3:14][NH:1][C:2]1[CH:7]=[C:6]([C:8]([CH2:11][CH3:12])([CH3:9])[CH3:10])[CH:5]=[CH:4][C:3]=1[OH:13] |f:1.2.3|. Reported procedure: 2-Amino-4-tert-pentylphenol (5.00 g, 27.8 mmol) and potassium carbonate (3.88 g, 28.1 mmol) were mixed at RT for 2.5 hours in DMF (15 mL). Methyl iodide (1.20 mL, 19.3 mmol) was added and the mixture was stirred overnight at RT. Diluted the mixture with EtOAc and extracted with aqueous sodium bicarbonate and water. Dried the organic layers over sodium sulfate, filtered, concentrated and purified by silica gel chromatography (10-15% MTBE/hexanes). Concentrated the product fractions to yield the t... Reactants: [F-].C(CCC)[N+](CCCC)(CCCC)CCCC (tetrabutylammonium fluoride), 4A, N1C(NC2=C1C=CC=C2)=C(C(=O)C=2C=C(C=O)C=CC2)C(=O)C2=CC(=CC=C2)F (3-[2-(1,3-dihydro-2H-benzimidazol-2-ylidene)-3-(3-fluorophenyl)-3-oxopropanoyl]benzaldehyde), C1(=CC=CC=C1)P(CC(F)(F)F)(C1=CC=CC=C1)=O (diphenyl(2,2,2-trifluoroethyl)phosphine oxide). Solvent: C1CCOC1 (THF), C1CCOC1 (THF). Run at time 12 hour. Product: N1C(NC2=C1C=CC=C2)=C(C(=O)C2=CC(=CC=C2)F)C(=O)C2=CC(=CC=C2)\C=C/C(F)(F)F (2-(1,3-dihydro-2H-benzimidazol-2-ylidene)-1-(3-fluorophenyl)-3-{3-[(1Z)-3,3,3-trifluoroprop-1-en-1-yl]phenyl}propane-1,3-dione). Isolated yield 57.2%. RXN SMILES: [F-].C([N+](CCCC)(CCCC)CCCC)CCC.[NH:19]1[C:23]2[CH:24]=[CH:25][CH:26]=[CH:27][C:22]=2[NH:21][C:20]1=[C:28]([C:39]([C:41]1[CH:46]=[CH:45][CH:44]=[C:43]([F:47])[CH:42]=1)=[O:40])[C:29]([C:31]1[CH:32]=[C:33]([CH:36]=[CH:37][CH:38]=1)[CH:34]=O)=[O:30].C1(P(=O)(C2C=CC=CC=2)[CH2:55][C:56]([F:59])([F:58])[F:57])C=CC=CC=1>C1COCC1>[NH:21]1[C:22]2[CH:27]=[CH:26][CH:25]=[CH:24][C:23]=2[NH:19][C:20]1=[C:28]([C:29]([C:31]1[CH:38]=[CH:37][CH:36]=[C:33](/[CH:34]=[CH:55]\[C:56]([F:59])([F:58])[F:57])[CH:32]=1)=[O:30])[C:39]([C:41]1[CH:46]=[CH:45][CH:44]=[C:43]([F:47])[CH:42]=1)=[O:40] |f:0.1|. Reported procedure: A 25 ml portion of THF solution containing 7.8 g of tetrabutylammonium fluoride and 24 g of Molecular Sieve 4A was stirred at room temperature for 12 hours in an atmosphere of argon. After cooling to 0° C., 20 ml of THF solution containing 300 mg of 3-[2-(1,3-dihydro-2H-benzimidazol-2-ylidene)-3-(3-fluorophenyl)-3-oxopropanoyl]benzaldehyde and 1.7 g of diphenyl(2,2,2-trifluoroethyl)phosphine oxide was added dropwise thereto. This was stirred at room temperature for 5 hours. The reaction mixture ... Run at time 16 hour. Reactants: C(=O)(O)[O-].[Na+] (NaHCO3), Cl (hydrogen chloride), O (water), O1CCOC12CCC(CC2)OC2=NC(=CC(=C2)CO)C(F)(F)F ([2-(1,4-Dioxaspiro[4.5]dec-8-yloxy)-6-(trifluoromethyl)pyridin-4-yl]methanol). Solvent: CC(=O)C (acetone). Reported procedure: [2-(1,4-Dioxaspiro[4.5]dec-8-yloxy)-6-(trifluoromethyl)pyridin-4-yl]methanol was dissolved in acetone (8 mL) and 10.0 M hydrogen chloride in water (1.5 mL, 15 mmol) was added. The reaction was stirred for 16 hours and LCMS analysis showed it was mostly complete. The reaction was neutralized with NaHCO3 and partitioned between EtOAc and water. The EtOAc extracts were washed with brine, dried and evaporated in vacuo. The crude product was used in the next reaction. MS (ES): 290 (M+1) Product: OCC1=CC(=NC(=C1)C(F)(F)F)OC1CCC(CC1)=O (4-{[4-(hydroxymethyl)-6-(trifluoromethyl)pyridin-2-yl]oxy}cyclohexanone). As a reaction SMILES: O1[C:5]2([CH2:10][CH2:9][CH:8]([O:11][C:12]3[CH:17]=[C:16]([CH2:18][OH:19])[CH:15]=[C:14]([C:20]([F:23])([F:22])[F:21])[N:13]=3)[CH2:7][CH2:6]2)[O:4]CC1.Cl.O.C([O-])(O)=O.[Na+]>CC(C)=O>[OH:19][CH2:18][C:16]1[CH:15]=[C:14]([C:20]([F:22])([F:23])[F:21])[N:13]=[C:12]([O:11][CH:8]2[CH2:9][CH2:10][C:5](=[O:4])[CH2:6][CH2:7]2)[CH:17]=1 |f:3.4|. Reactants: Cl (hydrochloric acid), CC1=C(N=C(O1)C1=CC=CC=C1)COC1=CC=C(CN2N=C(C(=C2)CCC(=O)OCC)CCC)C=C1 (ethyl 3-[1-[4-(5-methyl-2-phenyl-4-oxazolylmethoxy)benzyl]-3-propyl-1H-pyrazol-4-yl]propionate), [OH-].[Na+] (sodium hydroxide), C(C)O (ethanol). The solvent is O1CCCC1 (tetrahydrofuran). Reaction conditions: time 2 hour. The product is CC1=C(N=C(O1)C1=CC=CC=C1)COC1=CC=C(CN2N=C(C(=C2)CCC(=O)O)CCC)C=C1 (3-[1-[4-(5-methyl-2-phenyl-4-oxazolylmethoxy)benzyl]-3-propyl-1H-pyrazol-4-yl]propionic acid). Yield: 83.5%. Reaction SMILES: [CH3:1][C:2]1[O:6][C:5]([C:7]2[CH:12]=[CH:11][CH:10]=[CH:9][CH:8]=2)=[N:4][C:3]=1[CH2:13][O:14][C:15]1[CH:36]=[CH:35][C:18]([CH2:19][N:20]2[CH:24]=[C:23]([CH2:25][CH2:26][C:27]([O:29]CC)=[O:28])[C:22]([CH2:32][CH2:33][CH3:34])=[N:21]2)=[CH:17][CH:16]=1.[OH-].[Na+].C(O)C.Cl>O1CCCC1>[CH3:1][C:2]1[O:6][C:5]([C:7]2[CH:12]=[CH:11][CH:10]=[CH:9][CH:8]=2)=[N:4][C:3]=1[CH2:13][O:14][C:15]1[CH:36]=[CH:35][C:18]([CH2:19][N:20]2[CH:24]=[C:23]([CH2:25][CH2:26][C:27]([OH:29])=[O:28])[C:22]([CH2:32][CH2:33][CH3:34])=[N:21]2)=[CH:17][CH:16]=1 |f:1.2|. Procedure details: A mixture of ethyl 3-[1-[4-(5-methyl-2-phenyl-4-oxazolylmethoxy)benzyl]-3-propyl-1H-pyrazol-4-yl]propionate (610 mg), 1N aqueous sodium hydroxide solution (2.6 ml), ethanol (3 ml), and tetrahydrofuran (3 ml) was stirred at room temperature for 2 hours. The reaction mixture was acidified with dilute hydrochloric acid, which was extracted with ethyl acetate. The ethyl acetate layer was washed with saturated aqueous sodium chloride solution, dried (MgSO4), then concentrated. The crystals obtained w...